Task: describe an organic reaction: reactants, conditions, products, and yield. Dataset: the Open Reaction Database (ORD), a public repository of structured organic reaction records Reactants: C1OCOCO1, CS(=O)(=O)O, CC(=O)O, NS(=O)(=O)c1ccc([N+](=O)[O-])cc1, O. Product: O=[N+]([O-])c1ccc(S(=O)(=O)N2COCOC2)cc1. Reaction SMILES: [CH2:14]1[O:15][CH2:16][O:17][CH2:18][O:19]1.[CH3:20][S:21](=[O:22])(=[O:23])[OH:24].[CH3:25][C:26](=[O:27])[OH:28].[N+:1](=[O:2])([O-:3])[c:4]1[cH:5][cH:6][c:7]([S:10](=[O:11])(=[O:12])[NH2:13])[cH:8][cH:9]1.[OH2:29]>>[N+:1](=[O:2])([O-:3])[c:4]1[cH:5][cH:6][c:7]([S:10](=[O:11])(=[O:12])[N:13]2[CH2:16][O:15][CH2:14][O:19][CH2:18]2)[cH:8][cH:9]1. Starting materials: C(CCCC)C1=CC=C(CN)C=C1 (4-pentylbenzylamine), NC1=CC2=C(OC(OC2=O)(C)C)C=C1 (6-amino-2,2-dimethyl-4H-1,3-benzodioxin-4-one), ClCC=1N=C(SC1)C1=CC=C(C(=O)Cl)C=C1 (4-[4-(chloromethyl)-1,3 -thiazol-2-yl]benzoyl chloride), O(C1=CC=CC=C1)CC(=O)Cl (phenoxyacetyl chloride). Product: OC1=C(C(=O)O)C=C(C=C1)N(C(COC1=CC=CC=C1)=O)CC=1N=C(SC1)C1=CC=C(C=C1)C(=O)NCC1=CC=C(C=C1)CCCCC (2-hydroxy-5-[{[2-(4-{[(4-pentylbenzyl)amino]carbonyl}phenyl)-1,3-thiazol-4-yl]methyl}(phenoxyacetyl)amino]benzoic acid). Procedure details: The title compound was prepared following the procedure A using 4-pentylbenzylamine, 4-[4-(chloromethyl)-1,3 -thiazol-2-yl]benzoyl chloride, phenoxyacetyl chloride and 6-amino-2,2-dimethyl-4H-1,3-benzodioxin-4-one. M+(ESI): 664.2 As a reaction SMILES: [CH2:1]([C:6]1[CH:13]=[CH:12][C:9]([CH2:10][NH2:11])=[CH:8][CH:7]=1)[CH2:2][CH2:3][CH2:4][CH3:5].Cl[CH2:15][C:16]1[N:17]=[C:18]([C:21]2[CH:29]=[CH:28][C:24]([C:25](Cl)=[O:26])=[CH:23][CH:22]=2)[S:19][CH:20]=1.[O:30]([CH2:37][C:38](Cl)=[O:39])[C:31]1[CH:36]=[CH:35][CH:34]=[CH:33][CH:32]=1.[NH2:41][C:42]1[CH:54]=[CH:53][C:45]2[O:46]C(C)(C)[O:48][C:49](=[O:50])[C:44]=2[CH:43]=1>>[OH:46][C:45]1[CH:53]=[CH:54][C:42]([N:41]([CH2:15][C:16]2[N:17]=[C:18]([C:21]3[CH:29]=[CH:28][C:24]([C:25]([NH:11][CH2:10][C:9]4[CH:12]=[CH:13][C:6]([CH2:1][CH2:2][CH2:3][CH2:4][CH3:5])=[CH:7][CH:8]=4)=[O:26])=[CH:23][CH:22]=3)[S:19][CH:20]=2)[C:38](=[O:39])[CH2:37][O:30][C:31]2[CH:36]=[CH:35][CH:34]=[CH:33][CH:32]=2)=[CH:43][C:44]=1[C:49]([OH:50])=[O:48].